This data is from the Open Reaction Database (ORD), a public repository of structured organic reaction records. The task is: describe an organic reaction: reactants, conditions, products, and yield The reactants are CCCCOc1nonc1-c1cccnc1, CC(C)=O, CI. Yields the product CCCCOc1nonc1-c1ccc[n+](C)c1, [I-]. RXN SMILES: [CH2:3]([CH2:4][CH2:5][CH3:6])[O:7][c:8]1[c:9](-[c:13]2[cH:14][n:15][cH:16][cH:17][cH:18]2)[n:10][o:11][n:12]1.[CH3:19][C:20](=[O:21])[CH3:22].[CH3:1][I:2]>>[CH3:1][n+:15]1[cH:14][c:13](-[c:9]2[c:8]([O:7][CH2:3][CH2:4][CH2:5][CH3:6])[n:12][o:11][n:10]2)[cH:18][cH:17][cH:16]1.[I-:2].